Dataset: the Open Reaction Database (ORD), a public repository of structured organic reaction records. Task: describe an organic reaction: reactants, conditions, products, and yield As a reaction SMILES: [S:1]1[CH:5]=[CH:4][CH:3]=[C:2]1[C:6]1([C:12]([OH:14])=O)[CH2:11][CH2:10][O:9][CH2:8][CH2:7]1.S(Cl)([Cl:17])=O.CN(C=O)C>C(Cl)Cl>[S:1]1[CH:5]=[CH:4][CH:3]=[C:2]1[C:6]1([C:12]([Cl:17])=[O:14])[CH2:11][CH2:10][O:9][CH2:8][CH2:7]1. Starting materials: S1C(=CC=C1)C1(CCOCC1)C(=O)O (4-(2-Thienyl)tetrahydropyran-4-carboxylic acid), S(=O)(Cl)Cl (thionyl chloride), CN(C)C=O (DMF). Reported procedure: 4-(2-Thienyl)tetrahydropyran-4-carboxylic acid was reacted with thionyl chloride and a catalytic amount of DMF in methylene chloride under heating to obtain 4-(2-thienyl)tetrahydropyran-4-carbonyl chloride. A THF solution of 4-(2-thienyl)tetrahydropyran-4-carbonyl chloride was added dropwise to a THF solution of hydrazine monohydrate and the whole was reacted at 0° C. to obtain 4-(2-thienyl)tetrahydropyran-4-carbohydrazide. Run in C(Cl)Cl (methylene chloride). Product: S1C(=CC=C1)C1(CCOCC1)C(=O)Cl (4-(2-thienyl)tetrahydropyran-4-carbonyl chloride).